From a dataset of the Open Reaction Database (ORD), a public repository of structured organic reaction records. describe an organic reaction: reactants, conditions, products, and yield Reactants: N1C(CCCCC1)=O (azepan-2-one), C(C1=CC=CC=C1)Br (benzyl bromide), [H-].[Na+] (NaH), solvent. Solvent: C1CCOC1 (THF), C1CCOC1 (THF). Run at time 8 hour. The product is C(C1=CC=CC=C1)N1C(CCCCC1)=O (1-Benzyl-azepan-2-one). Reaction SMILES: [H-].[Na+].[NH:3]1[CH2:9][CH2:8][CH2:7][CH2:6][CH2:5][C:4]1=[O:10].[CH2:11](Br)[C:12]1[CH:17]=[CH:16][CH:15]=[CH:14][CH:13]=1>C1COCC1>[CH2:11]([N:3]1[CH2:9][CH2:8][CH2:7][CH2:6][CH2:5][C:4]1=[O:10])[C:12]1[CH:17]=[CH:16][CH:15]=[CH:14][CH:13]=1 |f:0.1|. Reported procedure: To a stirring 0° C. suspension of NaH (18.3 g, 763 mmol) in THF (195 mL) was added by addition funnel azepan-2-one (75.0 g, 667 mmol) in THF. An additional 2 L of solvent was added as the reaction progressed in order to maintain agitation of the very viscous reaction suspension. Following addition, the reaction was allowed to warm to room temperature, and when the evolution of H2 ceased after stirring overnight, benzyl bromide was added dropwise by addition funnel and the reaction was stirred ov... Starting materials: O=C(O)c1ccc(S(=O)(=O)Cl)cc1, CCCCCC(CC)Cc1nc(C)c2c(=O)[nH]c(-c3cc(N)ccc3OCC)nn12, C1CCOC1, c1ccncc1. The product is CCCCCC(CC)Cc1nc(C)c2c(=O)[nH]c(-c3cc(NS(=O)(=O)c4ccc(C(=O)O)cc4)ccc3OCC)nn12. RXN SMILES: [Cl:31][S:32](=[O:33])(=[O:34])[c:35]1[cH:36][cH:37][c:38]([C:39](=[O:40])[OH:41])[cH:42][cH:43]1.[NH2:1][c:2]1[cH:3][cH:4][c:5]([O:28][CH2:29][CH3:30])[c:6](-[c:8]2[n:9][n:10]3[c:11]([c:12](=[O:14])[nH:13]2)[c:15]([CH3:27])[n:16][c:17]3[CH2:18][CH:19]([CH2:20][CH2:21][CH2:22][CH2:23][CH3:24])[CH2:25][CH3:26])[cH:7]1.[O:50]1[CH2:51][CH2:52][CH2:53][CH2:54]1.[cH:44]1[cH:45][cH:46][n:47][cH:48][cH:49]1>>[NH:1]([c:2]1[cH:3][cH:4][c:5]([O:28][CH2:29][CH3:30])[c:6](-[c:8]2[n:9][n:10]3[c:11]([c:12](=[O:14])[nH:13]2)[c:15]([CH3:27])[n:16][c:17]3[CH2:18][CH:19]([CH2:20][CH2:21][CH2:22][CH2:23][CH3:24])[CH2:25][CH3:26])[cH:7]1)[S:32](=[O:33])(=[O:34])[c:35]1[cH:36][cH:37][c:38]([C:39](=[O:40])[OH:41])[cH:42][cH:43]1. The reactants are NC1=C(C(=O)N(CC)CC)C=C(C=C1)Br (2-amino-5-bromo-N,N-diethylbenzamide), CNC (dimethylamine). Yields the product NC1=C(C(=O)N(C)C)C=C(C=C1)Br (2-Amino-5-bromo-N,N dimethyl benzamide). Isolated yield 73.0%. As a reaction SMILES: [NH2:1][C:2]1[CH:14]=[CH:13][C:12]([Br:15])=[CH:11][C:3]=1[C:4]([N:6]([CH2:9]C)[CH2:7]C)=[O:5].CNC>>[NH2:1][C:2]1[CH:14]=[CH:13][C:12]([Br:15])=[CH:11][C:3]=1[C:4]([N:6]([CH3:7])[CH3:9])=[O:5]. Procedure details: Prepared analogously to Compound 3D replacing diethylamine with dimethylamine to afford 1.47 g of the title compound (73%). 1H NMR (400 MHz, CD3OD) δ 7.24 (dd, J=2.4, 8.7 Hz, 1H), 7.18 (d, J=2.3 Hz, 1H), 6.70 (d, J=8.8 Hz, 1H), 3.04 (br. s., 6H). MS (ESI): m/z 243.33 [M+H]+. UPLC: tR=0.88 min (UPLC-SQD: analytical—2 min). As a reaction SMILES: [C:4]([CH3:5])(=[O:6])[c:7]1[cH:8][cH:9][c:10]([Cl:18])[c:11]([CH2:13][NH:14][C:15](=[O:16])[CH3:17])[cH:12]1.[CH3:26][c:27]1[cH:28][cH:29][cH:30][cH:31][cH:32]1.[Cl:1][CH2:2][Cl:3].[Na+:25].[OH-:24].[OH2:33].[S:19](=[O:20])(=[O:21])([OH:22])[OH:23]>>[C:4]([CH3:5])(=[O:6])[c:7]1[cH:8][cH:9][c:10]([Cl:18])[c:11]([CH2:13][NH2:14])[cH:12]1. The product is CC(=O)c1ccc(Cl)c(CN)c1. The reactants are CC(=O)NCc1cc(C(C)=O)ccc1Cl, Cc1ccccc1, ClCCl, [Na+], [OH-], O, O=S(=O)(O)O.